From a dataset of the Open Reaction Database (ORD), a public repository of structured organic reaction records. describe an organic reaction: reactants, conditions, products, and yield The reactants are ClC1=C(C(=O)NCC)C(=CC=C1I)[Si](C)(C)C (2-Chloro-N-ethyl-3-iodo-6-(trimethylsilyl)benzamide), cuprous iodide, C[Si](C)(C)C#C (trimethylsilylacetylene). The reagents and catalysts are Cl[Pd]([P](C1=CC=CC=C1)(C2=CC=CC=C2)C3=CC=CC=C3)([P](C4=CC=CC=C4)(C5=CC=CC=C5)C6=CC=CC=C6)Cl (bis(triphenylphosphine)palladium dichloride). The solvent is C(C)N(CC)CC (triethylamine). Reaction conditions: time 3.5 hour. The product is ClC1=C(C(=O)NCC)C(=CC=C1C#C[Si](C)(C)C)[Si](C)(C)C (2-Chloro-N-ethyl-6-(trimethylsilyl)-3-[(trimethylsilyl)ethynyl]benzamide). The yield is 87.8%. Reaction SMILES: [Cl:1][C:2]1[C:12](I)=[CH:11][CH:10]=[C:9]([Si:14]([CH3:17])([CH3:16])[CH3:15])[C:3]=1[C:4]([NH:6][CH2:7][CH3:8])=[O:5].[CH3:18][Si:19]([C:22]#[CH:23])([CH3:21])[CH3:20]>C(N(CC)CC)C.Cl[Pd](Cl)([P](C1C=CC=CC=1)(C1C=CC=CC=1)C1C=CC=CC=1)[P](C1C=CC=CC=1)(C1C=CC=CC=1)C1C=CC=CC=1>[Cl:1][C:2]1[C:12]([C:23]#[C:22][Si:19]([CH3:21])([CH3:20])[CH3:18])=[CH:11][CH:10]=[C:9]([Si:14]([CH3:17])([CH3:16])[CH3:15])[C:3]=1[C:4]([NH:6][CH2:7][CH3:8])=[O:5] |^1:33,52|. Procedure: To a slurry of the compound of Example 239 (0.763 g, 2.0 mmol), bis(triphenylphosphine)palladium dichloride (28 mg, 0.04 mmol) and cuprous iodide (15 mg, 0.08 mmol) in anhydrous triethylamine (10 mL) was added trimethylsilylacetylene (0.236 g, 2.4 mmol). The brown slurry was stirred at RT for 3.5 h, concentrated, slurried in ether and filtered through silica gel (ether). The crude product was further purified by flash chromatography (ethyl acetate/hexanes) followed by recrystallization from hexa...